This data is from the Open Reaction Database (ORD), a public repository of structured organic reaction records. The task is: describe an organic reaction: reactants, conditions, products, and yield Starting materials: CC(C)(C)c1cc(N=C=O)no1, Cc1ccccc1, Nc1ccc(F)c(O)c1. The product is CC(C)(C)c1cc(NC(=O)Nc2ccc(F)c(O)c2)no1. Reaction SMILES: [C:10]([CH3:11])([CH3:12])([CH3:13])[c:14]1[cH:15][c:16]([N:19]=[C:20]=[O:21])[n:17][o:18]1.[CH3:22][c:23]1[cH:24][cH:25][cH:26][cH:27][cH:28]1.[NH2:1][c:2]1[cH:3][cH:4][c:5]([F:9])[c:6]([OH:8])[cH:7]1>>[NH:1]([c:2]1[cH:3][cH:4][c:5]([F:9])[c:6]([OH:8])[cH:7]1)[C:20]([NH:19][c:16]1[cH:15][c:14]([C:10]([CH3:11])([CH3:12])[CH3:13])[o:18][n:17]1)=[O:21]. Starting materials: O=C([O-])[O-], CN(C)C=O, ClCc1ccccc1, [K+], [K+], COc1cc(NC(=O)c2ccc3cc(O)c(C(=O)Nc4cc(OC)c(NC(=O)c5ccccc5)cc4OC)cc3c2)c(OC)cc1NC(=O)c1ccccc1. Yields the product COc1cc(NC(=O)c2ccc3cc(OCc4ccccc4)c(C(=O)Nc4cc(OC)c(NC(=O)c5ccccc5)cc4OC)cc3c2)c(OC)cc1NC(=O)c1ccccc1. Reaction SMILES: [C:56](=[O:57])([O-:58])[O-:59].[CH3:70][N:71]([CH3:72])[CH:73]=[O:74].[Cl:62][CH2:63][c:64]1[cH:65][cH:66][cH:67][cH:68][cH:69]1.[K+:60].[K+:61].[OH:1][c:2]1[cH:3][c:4]2[cH:5][cH:6][c:7]([C:34](=[O:35])[NH:36][c:37]3[c:38]([O:54][CH3:55])[cH:39][c:40]([NH:45][C:46]([c:47]4[cH:48][cH:49][cH:50][cH:51][cH:52]4)=[O:53])[c:41]([O:43][CH3:44])[cH:42]3)[cH:8][c:9]2[cH:10][c:11]1[C:12](=[O:13])[NH:14][c:15]1[c:16]([O:32][CH3:33])[cH:17][c:18]([NH:23][C:24]([c:25]2[cH:26][cH:27][cH:28][cH:29][cH:30]2)=[O:31])[c:19]([O:21][CH3:22])[cH:20]1>>[O:1]([c:2]1[cH:3][c:4]2[cH:5][cH:6][c:7]([C:34](=[O:35])[NH:36][c:37]3[c:38]([O:54][CH3:55])[cH:39][c:40]([NH:45][C:46]([c:47]4[cH:48][cH:49][cH:50][cH:51][cH:52]4)=[O:53])[c:41]([O:43][CH3:44])[cH:42]3)[cH:8][c:9]2[cH:10][c:11]1[C:12](=[O:13])[NH:14][c:15]1[c:16]([O:32][CH3:33])[cH:17][c:18]([NH:23][C:24]([c:25]2[cH:26][cH:27][cH:28][cH:29][cH:30]2)=[O:31])[c:19]([O:21][CH3:22])[cH:20]1)[CH2:63][c:64]1[cH:65][cH:66][cH:67][cH:68][cH:69]1. Starting materials: CS(C)=O, C[S+](C)(C)=O, Fc1ccc(C2(Cn3cncn3)CO2)c(F)c1, [H-], [I-], [Na+]. The product is Fc1ccc(C2(Cn3cncn3)CCO2)c(F)c1. RXN SMILES: [CH3:26][S:27](=[O:28])[CH3:29].[CH3:4][S+:5]([CH3:6])([CH3:7])=[O:8].[F:9][c:10]1[c:11]([C:17]2([CH2:20][n:21]3[n:22][cH:23][n:24][cH:25]3)[O:18][CH2:19]2)[cH:12][cH:13][c:14]([F:16])[cH:15]1.[H-:1].[I-:3].[Na+:2]>>[CH2:4]1[O:18][C:17]([c:11]2[c:10]([F:9])[cH:15][c:14]([F:16])[cH:13][cH:12]2)([CH2:20][n:21]2[n:22][cH:23][n:24][cH:25]2)[CH2:19]1. Reactants: CCOC(=O)C (EtOAc), C(C1=CC=CC=C1)OC1=C(C=CC=C1)O (2-(benzyloxy)phenol), ClC1=C(C=C(C=C1)Cl)[N+](=O)[O-] (2,5-dichloronitrobenzene), C([O-])([O-])=O.[Cs+].[Cs+] (cesium carbonate). Solvent: CS(=O)C (DMSO). Run at temperature 70 celsius. Product: C(C1=CC=CC=C1)OC1=C(C=CC=C1)C1=C(C=C(C=C1)Cl)[N+](=O)[O-] (2-[2-(Benzyloxy)phenyl]-5-chloronitrobenzene). As a reaction SMILES: [CH2:1]([O:8][C:9]1[CH:14]=[CH:13][CH:12]=[CH:11][C:10]=1O)[C:2]1[CH:7]=[CH:6][CH:5]=[CH:4][CH:3]=1.Cl[C:17]1[CH:22]=[CH:21][C:20]([Cl:23])=[CH:19][C:18]=1[N+:24]([O-:26])=[O:25].C(=O)([O-])[O-].[Cs+].[Cs+].CCOC(C)=O>CS(C)=O>[CH2:1]([O:8][C:9]1[CH:14]=[CH:13][CH:12]=[CH:11][C:10]=1[C:17]1[CH:22]=[CH:21][C:20]([Cl:23])=[CH:19][C:18]=1[N+:24]([O-:26])=[O:25])[C:2]1[CH:7]=[CH:6][CH:5]=[CH:4][CH:3]=1 |f:2.3.4|. Procedure details: To a solution of 2-(benzyloxy)phenol (4.2736 g, 21.34 mmol) and 2,5-dichloronitrobenzene (4.302 g, 22.41 mmol) in 40 mL of DMSO was added cesium carbonate (13.8 g, 42.7 mmol). The reaction was heated to 70° C. under argon for one hour, then cooled to room temperature. The solution was poured into EtOAc, washed with water, sat. aq. NaHCO3 and brine, dried (Na2SO4), filtered, and concentrated in vacuo. The titled product was obtained as a brown oil. The reactants are COC1=CC=C(C=C1)S(=O)(=O)N(CC1=CC=C(C=C1)OC1OCCCC1)C1=CC=C(C=C1)C=CC(=O)N1CCOCC1 (4-methoxy-N-[4-(3-morpholin-4-yl-3-oxo-propenyl)-phenyl]-N-[4-(tetrahydro-pyran-2-yloxy)-benzyl]-benzenesulfonamide), Cl (HCl). The solvent is CO (methanol). Reaction conditions: time 20 hour. Yields the product OC1=CC=C(CN(S(=O)(=O)C2=CC=C(C=C2)OC)C2=CC=C(C=C2)C=CC(=O)N2CCOCC2)C=C1 (N-(4-hydroxy-benzyl)-4-methoxy-N-[4-(3-morpholin-4-yl-3-oxo-propenyl)-phenyl]-benzenesulfonamide). RXN SMILES: [CH3:1][O:2][C:3]1[CH:8]=[CH:7][C:6]([S:9]([N:12]([C:27]2[CH:32]=[CH:31][C:30]([CH:33]=[CH:34][C:35]([N:37]3[CH2:42][CH2:41][O:40][CH2:39][CH2:38]3)=[O:36])=[CH:29][CH:28]=2)[CH2:13][C:14]2[CH:19]=[CH:18][C:17]([O:20]C3CCCCO3)=[CH:16][CH:15]=2)(=[O:11])=[O:10])=[CH:5][CH:4]=1.Cl>CO>[OH:20][C:17]1[CH:16]=[CH:15][C:14]([CH2:13][N:12]([C:27]2[CH:32]=[CH:31][C:30]([CH:33]=[CH:34][C:35]([N:37]3[CH2:42][CH2:41][O:40][CH2:39][CH2:38]3)=[O:36])=[CH:29][CH:28]=2)[S:9]([C:6]2[CH:5]=[CH:4][C:3]([O:2][CH3:1])=[CH:8][CH:7]=2)(=[O:11])=[O:10])=[CH:19][CH:18]=1. Procedure details: To a solution of 4-methoxy-N-[4-(3-morpholin-4-yl-3-oxo-propenyl)-phenyl]-N-[4-(tetrahydro-pyran-2-yloxy)-benzyl]-benzenesulfonamide (0.028 g, 0.05 mmol) in 15 mL methanol was added 5 mL of 1N HCl. The reaction mixture was stirred at room temperature for 20 hr. The reaction mixture was washed twice with methylene chloride. The combined organic layers were washed with saturated aqueous sodium bicarbonate, dried (magnesium sulfate), and concentrated. Radial chromatography (methylene chloride to 5%... The solvent is C(CCC)O (n-butanol). Procedure: To a microwave vessel was added 4-amino-6-chloropyrimidine-5-carbonitrile (0.075 g, 0.486 mmol), DIEA (0.162 mL, 0.926 mmol), and 1-(6-fluoro-1-(5-fluoropyridin-3-yl)-1H-benzo[d]imidazol-2-yl)ethanamine (0.127 g, 0.463 mmol) in n-butanol (2.315 mL). The solution was stirred at 120° C. for 4 h under microwave irradiation and then purified by column chromatography on a silica gel column using 0 to 10% gradient of MeOH in DCM as eluent to give 4-amino-6-((1-(6-fluoro-1-(5-fluoro-3-pyridinyl)-1H-ben... The product is NC1=NC=NC(=C1C#N)NC(C)C1=NC2=C(N1C=1C=NC=C(C1)F)C=C(C=C2)F (4-amino-6-((1-(6-fluoro-1-(5-fluoro-3-pyridinyl)-1H-benzimidazol-2-yl)ethyl)amino)-5-pyrimidinecarbonitrile). The reactants are NC1=NC=NC(=C1C#N)Cl (4-amino-6-chloropyrimidine-5-carbonitrile), CCN(C(C)C)C(C)C (DIEA), FC=1C=CC2=C(N(C(=N2)C(C)N)C=2C=NC=C(C2)F)C1 (1-(6-fluoro-1-(5-fluoropyridin-3-yl)-1H-benzo[d]imidazol-2-yl)ethanamine). RXN SMILES: [NH2:1][C:2]1[C:7]([C:8]#[N:9])=[C:6](Cl)[N:5]=[CH:4][N:3]=1.CCN(C(C)C)C(C)C.[F:20][C:21]1[CH:22]=[CH:23][C:24]2[N:28]=[C:27]([CH:29]([NH2:31])[CH3:30])[N:26]([C:32]3[CH:33]=[N:34][CH:35]=[C:36]([F:38])[CH:37]=3)[C:25]=2[CH:39]=1>C(O)CCC>[NH2:1][C:2]1[C:7]([C:8]#[N:9])=[C:6]([NH:31][CH:29]([C:27]2[N:26]([C:32]3[CH:33]=[N:34][CH:35]=[C:36]([F:38])[CH:37]=3)[C:25]3[CH:39]=[C:21]([F:20])[CH:22]=[CH:23][C:24]=3[N:28]=2)[CH3:30])[N:5]=[CH:4][N:3]=1. Conditions: temperature 120 celsius, time 4 hour. Reactants: CC(C)(C)C(=O)C(Oc1ccc(C(=O)O)cc1)C(=O)Nc1ccc(Cl)cc1Cl, CO, Cl. Yields the product COC(=O)c1ccc(OC(C(=O)Nc2ccc(Cl)cc2Cl)C(=O)C(C)(C)C)cc1. Reaction SMILES: [C:2](=[O:3])([OH:4])[c:5]1[cH:6][cH:7][c:8]([O:9][CH:10]([C:11](=[O:12])[NH:13][c:14]2[c:15]([Cl:21])[cH:16][c:17]([Cl:20])[cH:18][cH:19]2)[C:22]([C:23]([CH3:24])([CH3:25])[CH3:26])=[O:27])[cH:28][cH:29]1.[CH3:30][OH:31].[ClH:1]>>[C:2](=[O:3])([O:4][CH3:30])[c:5]1[cH:6][cH:7][c:8]([O:9][CH:10]([C:11](=[O:12])[NH:13][c:14]2[c:15]([Cl:21])[cH:16][c:17]([Cl:20])[cH:18][cH:19]2)[C:22]([C:23]([CH3:24])([CH3:25])[CH3:26])=[O:27])[cH:28][cH:29]1. Yields the product COc1ccc(CC(N)(C#N)CF)cc1OC. RXN SMILES: [Cl-:16].[F:1][CH2:2][C:3]([CH2:4][c:5]1[cH:6][c:7]([O:13][CH3:14])[c:8]([O:11][CH3:12])[cH:9][cH:10]1)=[O:15].[NH3:21].[NH4+:17].[Na:18][C:19]#[N:20]>>[F:1][CH2:2][C:3]([CH2:4][c:5]1[cH:6][c:7]([O:13][CH3:14])[c:8]([O:11][CH3:12])[cH:9][cH:10]1)([NH2:17])[C:19]#[N:20]. Reactants: [Cl-], COc1ccc(CC(=O)CF)cc1OC, N, [NH4+], N#C[Na]. Starting materials: C(C)OC(CN1C=CC2=CC=C(C=C12)N)=O ((6-amino-indol-1-yl)-acetic acid ethyl ester), FC(OC=1C=C(C=CC1)C#CCCC(=O)O)(F)F (5-(3-trifluoromethoxy-phenyl)-pent-4-ynoic acid), Cl.CN(CCCN=C=NCC)C (1-[3-(dimethylamino)-propyl]-3-ethylcarbodiimide hydrochloride). The reagents and catalysts are CN(C1=CC=NC=C1)C (4-(dimethylamino)pyridine). The solvent is ClCCl (dichloromethane), ClCCl (dichloromethane). Run at time 14 hour. Product: C(C)OC(CN1C=CC2=CC=C(C=C12)NC(CCC#CC1=CC(=CC=C1)OC(F)(F)F)=O)=O ({6-[5-(3-Trifluoromethoxy-phenyl)-pent-4-ynoylamino]-indol-1-yl}-acetic acid ethyl ester). The yield is 75.0%. RXN SMILES: [CH2:1]([O:3][C:4](=[O:16])[CH2:5][N:6]1[C:14]2[C:9](=[CH:10][CH:11]=[C:12]([NH2:15])[CH:13]=2)[CH:8]=[CH:7]1)[CH3:2].[F:17][C:18]([F:34])([F:33])[O:19][C:20]1[CH:21]=[C:22]([C:26]#[C:27][CH2:28][CH2:29][C:30](O)=[O:31])[CH:23]=[CH:24][CH:25]=1.Cl.CN(C)CCCN=C=NCC>CN(C)C1C=CN=CC=1.ClCCl>[CH2:1]([O:3][C:4](=[O:16])[CH2:5][N:6]1[C:14]2[C:9](=[CH:10][CH:11]=[C:12]([NH:15][C:30](=[O:31])[CH2:29][CH2:28][C:27]#[C:26][C:22]3[CH:23]=[CH:24][CH:25]=[C:20]([O:19][C:18]([F:33])([F:34])[F:17])[CH:21]=3)[CH:13]=2)[CH:8]=[CH:7]1)[CH3:2] |f:2.3|. Procedure details: A mixture of (6-amino-indol-1-yl)-acetic acid ethyl ester (100 mg, 0.46 mmol; WO 2003041714 A1), 5-(3-trifluoromethoxy-phenyl)-pent-4-ynoic acid (115 mg, 0.44 mmol), 1-[3-(dimethylamino)-propyl]-3-ethylcarbodiimide hydrochloride (90 mg, 0.46 mmol) and 4-(dimethylamino)pyridine (57 mg, 0.46 mmol) in dichloromethane (1.5 ml) was stirred for 14 h at ambient temperature. The reaction mixture was diluted with dichloromethane, successively washed with 1 N HCl, brine, 1 N NaOH and brine, and dried over...